This data is from the Open Reaction Database (ORD), a public repository of structured organic reaction records. The task is: describe an organic reaction: reactants, conditions, products, and yield Reactants: FC1=CC=C(C=C1)NC1=NC=C2C(=N1)N(C(N(C2)C2=CC=C(C=C2)OC)=O)[C@@](C(C(C)(C)C)(C2=CC=CC=C2)C2=CC=CC=C2)(C)O[SiH3] ((S)-7-(4-Fluoro-phenylamino)-1-(2-tert-butyl-diphenyl-silanyloxy-1-methyl-ethyl)-3-(4-methoxy-phenyl)-3,4-dihydro-1H-pyrimido[4,5-d]pyrimidin-2-one), O1CCCC1 (tetrahydrofuran), [F-].C(CCC)[N+](CCCC)(CCCC)CCCC (tetrabutylammonium fluoride). The product is OC[C@H](C)N1C(N(CC=2C1=NC(=NC2)NC2=CC=CC=C2)C2=C(C=C(C=C2)OC)F)=O ((S)-(+)-1-(2-hydroxy-1-methyl-ethyl)-3-(2-fluoro-4-methoxy-phenyl)-7-phenylamino-3,4-dihydro-1H-pyrimido[4,5-d]pyrimidin-2-one). Reaction SMILES: F[C:2]1[CH:7]=[CH:6][C:5]([NH:8][C:9]2[N:14]=[C:13]3[N:15]([C@:28](O[SiH3])([CH3:46])[C:29](C4C=CC=CC=4)(C4C=CC=CC=4)C(C)(C)C)[C:16](=[O:27])[N:17]([C:19]4[CH:24]=[CH:23][C:22]([O:25][CH3:26])=[CH:21][CH:20]=4)[CH2:18][C:12]3=[CH:11][N:10]=2)=[CH:4][CH:3]=1.[F-:49].C([N+](CCCC)(CCCC)CCCC)CCC.[O:67]1CCCC1>>[OH:67][CH2:29][C@@H:28]([N:15]1[C:13]2=[N:14][C:9]([NH:8][C:5]3[CH:4]=[CH:3][CH:2]=[CH:7][CH:6]=3)=[N:10][CH:11]=[C:12]2[CH2:18][N:17]([C:19]2[CH:20]=[CH:21][C:22]([O:25][CH3:26])=[CH:23][C:24]=2[F:49])[C:16]1=[O:27])[CH3:46] |f:1.2|. Reported procedure: (S)-7-(4-Fluoro-phenylamino)-1-(2-tert-butyl-diphenyl-silanyloxy-1-methyl-ethyl)-3-(4-methoxy-phenyl)-3,4-dihydro-1H-pyrimido[4,5-d]pyrimidin-2-one (0.30 g, 0.45 mmol) was dissolved in anhydrous tetrahydrofuran (3.5 mL) and treated with tetrabutylammonium fluoride (1.0 M in tetrahydrofuran, 1.80 mL, 1.80 mmol) (Aldrich) at room temperature for 6 hours. The reaction was then concentrated. The residue was redissolved in ethyl acetate and washed with water and brine. The organic phase was dried ove... Reactants: NC1=C(N=C(S1)C1=C(C=CC=C1F)F)C(=O)NC=1C=NN(C1N1CC[C@H](CCC1)NCCO)C (5-amino-2-(2,6-difluorophenyl)-N-[5-[(4S)-4-(2-hydroxyethylamino)azepan-1-yl]-1-methyl-pyrazol-4-yl]thiazole-4-carboxamide), OCCN([C@H]1CCN(CCC1)C1=C(C=NN1C)NC(=O)C=1N=C(SC1NC(OC(C)(C)C)=O)C1=C(C=CC=C1F)F)CCO (tert-butyl N-[4-[[5-[(4R)-4-[bis(2-hydroxyethyl)amino]azepan-1-yl]-1-methyl-pyrazol-4-yl]carbamoyl]-2-(2,6-difluorophenyl)thiazol-5-yl]carbamate). Yields the product NC1=C(N=C(S1)C1=C(C=CC=C1F)F)C(=O)NC=1C=NN(C1N1CC[C@H](CCC1)N(CCO)CCO)C (5-amino-N-[5-[(4S)-4-[bis(2-hydroxyethyl)amino]azepan-1-yl]-1-methyl-pyrazol-4-yl]-2-(2,6-difluorophenyl)thiazole-4-carboxamide). Isolated yield 71.0%. RXN SMILES: NC1SC(C2C(F)=CC=CC=2F)=NC=1C(NC1C=NN(C)C=1N1CCC[C@H](NCCO)CC1)=O.[OH:35][CH2:36][CH2:37][N:38]([CH2:76][CH2:77][OH:78])[C@@H:39]1[CH2:45][CH2:44][CH2:43][N:42]([C:46]2[N:50]([CH3:51])[N:49]=[CH:48][C:47]=2[NH:52][C:53]([C:55]2[N:56]=[C:57]([C:68]3[C:73]([F:74])=[CH:72][CH:71]=[CH:70][C:69]=3[F:75])[S:58][C:59]=2[NH:60]C(=O)OC(C)(C)C)=[O:54])[CH2:41][CH2:40]1>>[NH2:60][C:59]1[S:58][C:57]([C:68]2[C:69]([F:75])=[CH:70][CH:71]=[CH:72][C:73]=2[F:74])=[N:56][C:55]=1[C:53]([NH:52][C:47]1[CH:48]=[N:49][N:50]([CH3:51])[C:46]=1[N:42]1[CH2:43][CH2:44][CH2:45][C@H:39]([N:38]([CH2:37][CH2:36][OH:35])[CH2:76][CH2:77][OH:78])[CH2:40][CH2:41]1)=[O:54]. Reported procedure: In the preparation of 335, tert-butyl N-[4-[[5-[(4R)-4-[bis(2-hydroxyethyl)amino]azepan-1-yl]-1-methyl-pyrazol-4-yl]carbamoyl]-2-(2,6-difluorophenyl)thiazol-5-yl]carbamate was deprotected following the procedure in Example 334 to give 336 (6 mg, 71%). 1H NMR (400 MHz, DMSO) δ 8.63 (s, 1H), 8.24 (s, 1H), 7.56 (s, 1H), 7.55-7.41 (m, 3H), 7.27 (t, J=8.7 Hz, 2H), 3.65 (s, 3H), 3.19-3.02 (m, 7H), 2.85-2.71 (m, 2H), 2.46 (t, J=6.2 Hz, 4H), 1.92-1.75 (m, 3H), 1.67-1.50 (m, 3H). LCMS (ES+) m/z 536 (M+1) The reactants are COC([C@H](C(C)C)NS(=O)(=O)C1=CC=C(C=C1)C1=CC=C(C=C1)NC(=O)C=1OC2=C(C1C)C(=C(C=C2)Cl)OC)=O ((S)-2-{4′-[(5-chloro-4-methoxy-3-methyl-benzofuran-2-carbonyl)-amino]-biphenyl-4-sulfonylamino}-3-methyl-butyric acid methyl ester), [Li+].[OH-] (LiOH). The solvent is C1CCOC1 (THF). Run at time 3 day. The product is ClC=1C=CC2=C(C(=C(O2)C(=O)NC2=CC=C(C=C2)C2=CC=C(C=C2)S(=O)(=O)N[C@H](C(=O)O)C(C)C)C)C1OC ((S)-2-{4′-[(5-chloro-4-methoxy-3-methyl-benzofuran-2-carbonyl)-amino]-biphenyl-4-sulfonylamino}-3-methyl-butyric acid). Yield: 61.5%. RXN SMILES: C[O:2][C:3](=[O:40])[C@@H:4]([NH:8][S:9]([C:12]1[CH:17]=[CH:16][C:15]([C:18]2[CH:23]=[CH:22][C:21]([NH:24][C:25]([C:27]3[O:28][C:29]4[CH:36]=[CH:35][C:34]([Cl:37])=[C:33]([O:38][CH3:39])[C:30]=4[C:31]=3[CH3:32])=[O:26])=[CH:20][CH:19]=2)=[CH:14][CH:13]=1)(=[O:11])=[O:10])[CH:5]([CH3:7])[CH3:6].[Li+].[OH-]>C1COCC1>[Cl:37][C:34]1[CH:35]=[CH:36][C:29]2[O:28][C:27]([C:25]([NH:24][C:21]3[CH:20]=[CH:19][C:18]([C:15]4[CH:14]=[CH:13][C:12]([S:9]([NH:8][C@@H:4]([CH:5]([CH3:6])[CH3:7])[C:3]([OH:40])=[O:2])(=[O:10])=[O:11])=[CH:17][CH:16]=4)=[CH:23][CH:22]=3)=[O:26])=[C:31]([CH3:32])[C:30]=2[C:33]=1[O:38][CH3:39] |f:1.2|. Procedure details: To 100 mg of (S)-2-{4′-[(5-chloro-4-methoxy-3-methyl-benzofuran-2-carbonyl)-amino]-biphenyl-4-sulfonylamino}-3-methyl-butyric acid methyl ester was added 2 mL of THF and 2 mL of LiOH solution (3.6 g LiOH/50 mL MeOH/50 mL H2O) was added. The mixture was stirred at room temperature for 3 days. The solvents were removed under vacuum and the residue was dissolved in 5 mL of water. The solution was acidified and the resulting suspension was filtered. The solid product was dried under vacuum to give 6... Reaction SMILES: [CH2:1]([CH2:2][CH3:3])[n:4]1[c:5]2[cH:6][cH:7][cH:8][cH:9][c:10]2[c:11]2[cH:12][c:13]([C:17]([CH3:18])=[O:19])[cH:14][cH:15][c:16]12.[CH3:20][CH2:21][O:22][C:23](=[O:24])[CH3:25].[CH3:26][C:27]([CH3:28])([O-:29])[CH3:30].[ClH:32].[K+:31].[OH2:33]>>[CH2:1]([CH2:2][CH3:3])[n:4]1[c:5]2[cH:6][cH:7][cH:8][cH:9][c:10]2[c:11]2[cH:12][c:13]([C:17]([CH2:18][C:21]([CH3:20])=[O:22])=[O:19])[cH:14][cH:15][c:16]12. The reactants are CCCn1c2ccccc2c2cc(C(C)=O)ccc21, CCOC(C)=O, CC(C)(C)[O-], Cl, [K+], O. Yields the product CCCn1c2ccccc2c2cc(C(=O)CC(C)=O)ccc21. Reactants: Cn1ncc2c(C(=O)O)cc(Br)cc21, CC1CN(CC(=O)NN)CC(C)O1, CCN(C(C)C)C(C)C, C1CCOC1, O=S(Cl)Cl. Yields the product CC1CN(CC(=O)NNC(=O)c2cc(Br)cc3c2cnn3C)CC(C)O1. RXN SMILES: [Br:1][c:2]1[cH:3][c:4]([C:12](=[O:13])[OH:14])[c:5]2[cH:6][n:7][n:8]([CH3:11])[c:9]2[cH:10]1.[CH3:19][CH:20]1[O:21][CH:22]([CH3:31])[CH2:23][N:24]([CH2:26][C:27](=[O:28])[NH:29][NH2:30])[CH2:25]1.[CH:32]([N:33]([CH2:34][CH3:35])[CH:36]([CH3:37])[CH3:38])([CH3:39])[CH3:40].[O:41]1[CH2:42][CH2:43][CH2:44][CH2:45]1.[S:15]([Cl:16])([Cl:17])=[O:18]>>[Br:1][c:2]1[cH:3][c:4]([C:12](=[O:14])[NH:30][NH:29][C:27]([CH2:26][N:24]2[CH2:23][CH:22]([CH3:31])[O:21][CH:20]([CH3:19])[CH2:25]2)=[O:28])[c:5]2[cH:6][n:7][n:8]([CH3:11])[c:9]2[cH:10]1. The solvent is [Cl-].[Na+].O (Brine), C(C)#N (acetonitrile). Reagents/catalysts: C1(CCCCC1)P(C1=C(C=CC=C1)C1=C(C=C(C=C1C(C)C)C(C)C)C(C)C)C1CCCCC1 (2-dicyclohexylphosphino-2′,4′,6′-triisopropylbiphenyl), CC#N.CC#N.Cl[Pd]Cl (bis(acetonitrile)palladium(II) dichloride). Reaction SMILES: Br[C:2]1[CH:3]=[CH:4][C:5]([O:17][CH2:18][CH2:19][CH2:20][CH2:21][CH2:22][CH2:23][CH2:24][CH3:25])=[C:6]([CH:16]=1)[CH2:7][O:8][Si:9]([C:12]([CH3:15])([CH3:14])[CH3:13])([CH3:11])[CH3:10].[C:26]([O:30][C:31](=[O:43])[NH:32][C:33]1([C:41]#[CH:42])[CH2:38][O:37][C:36]([CH3:40])([CH3:39])[O:35][CH2:34]1)([CH3:29])([CH3:28])[CH3:27].C(=O)([O-])[O-].[Cs+].[Cs+]>C(#N)C.[Cl-].[Na+].O.CC#N.CC#N.Cl[Pd]Cl.C1(P(C2CCCCC2)C2C=CC=CC=2C2C(C(C)C)=CC(C(C)C)=CC=2C(C)C)CCCCC1>[C:26]([O:30][C:31](=[O:43])[NH:32][C:33]1([C:41]#[C:42][C:2]2[CH:3]=[CH:4][C:5]([O:17][CH2:18][CH2:19][CH2:20][CH2:21][CH2:22][CH2:23][CH2:24][CH3:25])=[C:6]([CH2:7][O:8][Si:9]([C:12]([CH3:15])([CH3:14])[CH3:13])([CH3:11])[CH3:10])[CH:16]=2)[CH2:38][O:37][C:36]([CH3:40])([CH3:39])[O:35][CH2:34]1)([CH3:29])([CH3:28])[CH3:27] |f:2.3.4,6.7.8,9.10.11|. Yield: 83.5%. Product: C(C)(C)(C)OC(NC1(COC(OC1)(C)C)C#CC1=CC(=C(C=C1)OCCCCCCCC)CO[Si](C)(C)C(C)(C)C)=O ({5-[3-(t-butyldimethylsilyloxymethyl)-4-octyloxyphenylethynyl]-2,2-dimethyl-1,3-dioxan-5-yl}carbamic acid t-butyl ester). Starting materials: BrC=1C=CC(=C(CO[Si](C)(C)C(C)(C)C)C1)OCCCCCCCC ((5-bromo-2-octyloxybenzyl)oxy-t-butyldimethylsilane), C(C)(C)(C)OC(NC1(COC(OC1)(C)C)C#C)=O ((2,2-dimethyl-5-ethynyl-1,3-dioxan-5-yl)carbamic acid t-butyl ester), C([O-])([O-])=O.[Cs+].[Cs+] (cesium carbonate). Procedure details: Compound 35-3 (11.1 g), (2,2-dimethyl-5-ethynyl-1,3-dioxan-5-yl)carbamic acid t-butyl ester (6.28 g) synthesized by a known method (for example, Tetrahedron vol. 57 (2001) 6531-6538), 2-dicyclohexylphosphino-2′,4′,6′-triisopropylbiphenyl (706 mg), bis(acetonitrile)palladium(II) dichloride (128 mg) and cesium carbonate (20.8 g) in acetonitrile (150 ml) were stirred at 80° C. for 10 hr. Brine was added to the reaction mixture, the mixture was extracted with ethyl acetate, and the extract was washe... Run at temperature 80 celsius, time 10 hour. The reactants are IC (Iodomethane), NC=1N=CC2=C(N1)N(C1=C2C=CC(=N1)O)C1CCCC1 (2-Amino-9-cyclopentyl-9H-pyrido[3′,2′:4,5]pyrrolo[2,3-d]pyrimidin-7-ol), [H-].[Na+] (Sodium hydride), oil, C(=O)([O-])[O-].[K+].[K+] (K2CO3). The solvent is CN(C)C=O (DMF), O (water). Run at temperature 60 celsius, time 20 minute. Yields the product NC=1N=CC2=C(N1)N(C1=C2C=CC(N1C)=O)C1CCCC1 (2-Amino-9-cyclopentyl-8-methyl-8,9-dihydro-7H-pyrido[3′,2′:4,5]pyrrolo[2,3-d]pyrimidin-7-one). Reaction SMILES: [NH2:1][C:2]1[N:3]=[CH:4][C:5]2[C:10]3[CH:11]=[CH:12][C:13]([OH:15])=[N:14][C:9]=3[N:8]([CH:16]3[CH2:20][CH2:19][CH2:18][CH2:17]3)[C:6]=2[N:7]=1.[H-].[Na+].IC.[C:25]([O-])([O-])=O.[K+].[K+]>CN(C=O)C.O>[NH2:1][C:2]1[N:3]=[CH:4][C:5]2[C:10]3[CH:11]=[CH:12][C:13](=[O:15])[N:14]([CH3:25])[C:9]=3[N:8]([CH:16]3[CH2:20][CH2:19][CH2:18][CH2:17]3)[C:6]=2[N:7]=1 |f:1.2,4.5.6|. Procedure details: Compound 272 (100 mg, 0.37 mmol) was dissolved in dry DMF (1 mL). Sodium hydride, 60% dispersion in oil (16.0 mg, 0.4 mmol) was added and the reaction stirred at 60° C. for 20 minutes. Iodomethane (26.5 μl, 423 μmol) was the added and the reaction stirred at 60° C. for 2 hr. The solution was allowed to cool and added to water (10 mL1) and aqueous K2CO3 (saturated, 2 mL), and extracted with ethyl acetate (2×30 mL), and dichloromethane+10% methanol (2×30 mL1). The combined organics were dried (MgS...